This data is from the Open Reaction Database (ORD), a public repository of structured organic reaction records. The task is: describe an organic reaction: reactants, conditions, products, and yield The reactants are Cc1nnc(CN2C(=O)c3ccccc3C2=O)c(=O)[nH]1, CCO, ClCCl, NN. The product is Cc1nnc(CN)c(=O)[nH]1. RXN SMILES: [CH3:1][c:2]1[n:3][n:4][c:5]([CH2:9][N:10]2[C:11](=[O:12])[c:13]3[c:14]([cH:15][cH:16][cH:17][cH:18]3)[C:19]2=[O:20])[c:6](=[O:8])[nH:7]1.[CH3:26][CH2:27][OH:28].[Cl:23][CH2:24][Cl:25].[NH2:21][NH2:22]>>[CH3:1][c:2]1[n:3][n:4][c:5]([CH2:9][NH2:10])[c:6](=[O:8])[nH:7]1. As a reaction SMILES: [Cl:1][c:2]1[cH:3][c:4]([CH3:28])[c:5]([O:6][c:7]2[cH:8][cH:9][c:10]([NH:13][C:14](=[O:15])[c:16]3[c:17]([O:22][C:23](=[O:24])[CH3:25])[cH:18][cH:19][cH:20][cH:21]3)[cH:11][n:12]2)[cH:26][cH:27]1.[O:29]1[CH2:30][CH2:31][CH2:32][CH2:33]1>>[Cl:1][c:2]1[cH:3][c:4]([CH3:28])[c:5]([O:6][c:7]2[cH:8][cH:9][c:10]([NH:13][C:14](=[O:15])[c:16]3[c:17]([OH:22])[cH:18][cH:19][cH:20][cH:21]3)[cH:11][n:12]2)[cH:26][cH:27]1. Yields the product Cc1cc(Cl)ccc1Oc1ccc(NC(=O)c2ccccc2O)cn1. Reactants: CC(=O)Oc1ccccc1C(=O)Nc1ccc(Oc2ccc(Cl)cc2C)nc1, C1CCOC1. The reactants are C=1(C(=CC=CC1)S(=O)(=O)N=[N+]=[N-])S(=O)(=O)N=[N+]=[N-] (1,2-benzenedisulfonylazide), [BH4-].[Na+] (sodium borohydride), ice acetone. Solvent: C(C)O (ethyl alcohol). Yields the product C=1(C(=CC=CC1)S(=O)(=O)N)S(=O)(=O)N (1,2-benzenedisulfonamide). The yield is 97.6%. As a reaction SMILES: [C:1]1([S:13]([N:16]=[N+]=[N-])(=[O:15])=[O:14])[C:2]([S:7]([N:10]=[N+]=[N-])(=[O:9])=[O:8])=[CH:3][CH:4]=[CH:5][CH:6]=1.[BH4-].[Na+]>C(O)C>[C:1]1([S:13]([NH2:16])(=[O:15])=[O:14])[C:2]([S:7]([NH2:10])(=[O:9])=[O:8])=[CH:3][CH:4]=[CH:5][CH:6]=1 |f:1.2|. Reported procedure: One gram of 1,2-benzenedisulfonylazide was added portionwise to 0.4 gm sodium borohydride in 15 ml of ethyl alcohol with stirring and cooling. After addition, the mixture was stirred with cooling (ice/acetone bath) for 2 hours and filtered. The solid was washed with cold ethyl alcohol and ether to yield 0.8 g of 1,2-benzenedisulfonamide, m.p. 250° C. Mass spec. (M/e) 236. Reactants: C(C)OC(=O)C=1C=NC2=C(C=CC=C2C1NC1CCC(CC1)C)OC (8-methoxy-4-(4-methyl-cyclohexylamino)-quinoline-3-carboxylic acid ethyl ester), ClC1=CC=C(C=C1)N=C=O (1-chloro-4-isocyanato-benzene). The product is ClC1=CC=C(C=C1)N1C(N(C2=C(C=NC=3C(=CC=CC23)OC)C1=O)C1CCC(CC1)C)=O (3-(4-Chloro-phenyl)-7-methoxy-1-(4-methyl-cyclohexyl)-1H-pyrimido[5,4-c]quinoline-2,4-dione). Yield: 74.5%. As a reaction SMILES: C(O[C:4]([C:6]1[CH:7]=[N:8][C:9]2[C:14]([C:15]=1[NH:16][CH:17]1[CH2:22][CH2:21][CH:20]([CH3:23])[CH2:19][CH2:18]1)=[CH:13][CH:12]=[CH:11][C:10]=2[O:24][CH3:25])=[O:5])C.[Cl:26][C:27]1[CH:32]=[CH:31][C:30]([N:33]=[C:34]=[O:35])=[CH:29][CH:28]=1>>[Cl:26][C:27]1[CH:32]=[CH:31][C:30]([N:33]2[C:4](=[O:5])[C:6]3[CH:7]=[N:8][C:9]4[C:10]([O:24][CH3:25])=[CH:11][CH:12]=[CH:13][C:14]=4[C:15]=3[N:16]([CH:17]3[CH2:18][CH2:19][CH:20]([CH3:23])[CH2:21][CH2:22]3)[C:34]2=[O:35])=[CH:29][CH:28]=1. Reported procedure: 3-(4-Chloro-phenyl)-7-methoxy-1-(4-methyl-cyclohexyl)-1H-pyrimido[5,4-c]quinoline-2,4-dione (55 mg) was prepared from 8-methoxy-4-(4-methyl-cyclohexylamino)-quinoline-3-carboxylic acid ethyl ester (0.164 mmol) and 1-chloro-4-isocyanato-benzene (0.25 mmol) following general procedure C. LCMS: m/z 450 [M+1]+. Starting materials: C1=CC=CC=C1 (Benzene), C1(=CC=CC=C1)C(C)C (cumen), ClCCCl (1,2-dichloroethane). Reagents/catalysts: [Cl-].[Al+3].[Cl-].[Cl-] (aluminum chloride). Product: C(C)(C)C1(CC=CC=C1)CCC1=CC=CC=C1 (1-isopropylphenyl-2-phenylethane). Reaction SMILES: [CH:1]1[CH:6]=[CH:5][CH:4]=[CH:3][CH:2]=1.[C:7]1([CH:13]([CH3:15])[CH3:14])[CH:12]=[CH:11][CH:10]=[CH:9][CH:8]=1.Cl[CH2:17][CH2:18]Cl>[Cl-].[Al+3].[Cl-].[Cl-]>[CH:13]([C:7]1([CH2:17][CH2:18][C:1]2[CH:6]=[CH:5][CH:4]=[CH:3][CH:2]=2)[CH:12]=[CH:11][CH:10]=[CH:9][CH2:8]1)([CH3:15])[CH3:14] |f:3.4.5.6|. Procedure details: Benzene and cumen are brought into reaction with 1,2-dichloroethane in the presence of aluminum chloride as a catalyst to obtain 1-isopropylphenyl-2-phenylethane. The reactants are tert-butyl ester, IC1=CN(C2=C(C=C(C=C12)OC)OC)C(=O)O (3-iodo-5,7-dimethoxyindole-1-carboxylic acid), B(OCCCC)(OCCCC)OCCCC (tributyl borate), solution, C(CCC)[Li] (n-butyllithium), CCCCCC (hexane). Solvent: O1CCCC1 (tetrahydrofuran). Reaction conditions: temperature -100 celsius, time 1 hour. The product is C(C)(C)(C)OC(=O)N1C=C(C2=CC(=CC(=C12)OC)OC)B(O)O (1-tert-butyloxycarbonyl-5,7-dimethoxy-1H-indole-3-boronic acid). Reaction SMILES: C([Li])[CH2:2][CH2:3][CH3:4].I[C:7]1[C:15]2[C:10](=[C:11]([O:18][CH3:19])[CH:12]=[C:13]([O:16][CH3:17])[CH:14]=2)[N:9]([C:20]([OH:22])=[O:21])[CH:8]=1.[B:23](OCCCC)([O:29]CCCC)[O:24]CCCC.[CH3:39]CCCCC>O1CCCC1>[C:3]([O:22][C:20]([N:9]1[C:10]2[C:15](=[CH:14][C:13]([O:16][CH3:17])=[CH:12][C:11]=2[O:18][CH3:19])[C:7]([B:23]([OH:29])[OH:24])=[CH:8]1)=[O:21])([CH3:2])([CH3:4])[CH3:39]. Procedure: 9.82 ml of a 2.5N solution of n-butyllithium in hexane are added, dropwise, while maintaining the temperature at around −100° C., to a solution of 2.2 g of tert-butyl ester of 3-iodo-5,7-dimethoxyindole-1-carboxylic acid and 1.8 ml of tributyl borate in 33 ml of tetrahydrofuran cooled to −100° C. The cooling bath is removed and, when the temperature of the reaction medium reaches approximately −5° C., 2 g of ice are added. After agitation for one hour at a temperature in the region of 20° C., th...